From a dataset of the Open Reaction Database (ORD), a public repository of structured organic reaction records. describe an organic reaction: reactants, conditions, products, and yield Procedure details: To 5-amino-3-cyano-4-(cyclopent-2-enyl)-1-(2,6-dichloro-4-trifluoromethylphenyl)-pyrazole (300 mg, 0.77 mmol, Example 7) in dry tetrahydrofuran (THF) (8 ml ) heated at 65° C. was added dropwise tert-butyl nitrite (239 mg, 2.3 mmol) in dry THF (2 ml) over 30 min. The solution was heated for a further 3 hr at 65-70° C. The solvent was removed in vacuo and the resulting brown oil was purified by silica chromatography (eluting with DCM) to yield 170 mg of the title compound as a white solid. RXN SMILES: N[C:2]1[N:6]([C:7]2[C:12]([Cl:13])=[CH:11][C:10]([C:14]([F:17])([F:16])[F:15])=[CH:9][C:8]=2[Cl:18])[N:5]=[C:4]([C:19]#[N:20])[C:3]=1[CH:21]1[CH2:25][CH2:24][CH:23]=[CH:22]1.N(OC(C)(C)C)=O>O1CCCC1>[C:19]([C:4]1[C:3]([CH:21]2[CH2:25][CH2:24][CH:23]=[CH:22]2)=[CH:2][N:6]([C:7]2[C:8]([Cl:18])=[CH:9][C:10]([C:14]([F:15])([F:16])[F:17])=[CH:11][C:12]=2[Cl:13])[N:5]=1)#[N:20]. Product: C(#N)C1=NN(C=C1C1C=CCC1)C1=C(C=C(C=C1Cl)C(F)(F)F)Cl (3-Cyano-4-(cyclopent-2-enyl)-1-(2,6-dichloro-4-trifluoromethylphenyl)pyrazole). Run at temperature 67.5 celsius. Yield: 59.3%. Run in O1CCCC1 (tetrahydrofuran), O1CCCC1 (THF). Reactants: NC1=C(C(=NN1C1=C(C=C(C=C1Cl)C(F)(F)F)Cl)C#N)C1C=CCC1 (5-amino-3-cyano-4-(cyclopent-2-enyl)-1-(2,6-dichloro-4-trifluoromethylphenyl)-pyrazole), N(=O)OC(C)(C)C (tert-butyl nitrite). Conditions: time 40 minute. The solvent is CO (MeOH), ClCCCl (1,2-dichloroethane). Isolated yield 56.0%. Reported procedure: To a solution of 4-(5-(1-phenyl-5-(trifluoromethyl)-1H-pyrazol-4-yl)-1,2,4-oxadiazol-3-yl)benzaldehyde (700 mg, 1.821 mmol) in MeOH (12 mL) and 1,2-dichloroethane (3 mL) was added 0.1 mL of acetic acid and azetidine-3-carboxylic acid (203 mg, 2.0 mmol). The mixture was allowed to stir at room temperature for 40 min. and then sodium triacetoxyborohydride (618 mg, 2.91 mmol) was added. The mixture was allowed to stir at room temperature for 5 hours, then was filtered to afford a white solid that w... Reaction SMILES: [C:1]1([N:7]2[C:11]([C:12]([F:15])([F:14])[F:13])=[C:10]([C:16]3[O:20][N:19]=[C:18]([C:21]4[CH:28]=[CH:27][C:24]([CH:25]=O)=[CH:23][CH:22]=4)[N:17]=3)[CH:9]=[N:8]2)[CH:6]=[CH:5][CH:4]=[CH:3][CH:2]=1.C(O)(=O)C.[NH:33]1[CH2:36][CH:35]([C:37]([OH:39])=[O:38])[CH2:34]1.C(O[BH-](OC(=O)C)OC(=O)C)(=O)C.[Na+]>CO.ClCCCl>[C:1]1([N:7]2[C:11]([C:12]([F:13])([F:14])[F:15])=[C:10]([C:16]3[O:20][N:19]=[C:18]([C:21]4[CH:22]=[CH:23][C:24]([CH2:25][N:33]5[CH2:36][CH:35]([C:37]([OH:39])=[O:38])[CH2:34]5)=[CH:27][CH:28]=4)[N:17]=3)[CH:9]=[N:8]2)[CH:6]=[CH:5][CH:4]=[CH:3][CH:2]=1 |f:3.4|. Reactants: C(C)(=O)O[BH-](OC(C)=O)OC(C)=O.[Na+] (sodium triacetoxyborohydride), C1(=CC=CC=C1)N1N=CC(=C1C(F)(F)F)C1=NC(=NO1)C1=CC=C(C=O)C=C1 (4-(5-(1-phenyl-5-(trifluoromethyl)-1H-pyrazol-4-yl)-1,2,4-oxadiazol-3-yl)benzaldehyde), C(C)(=O)O (acetic acid), N1CC(C1)C(=O)O (azetidine-3-carboxylic acid). The product is C1(=CC=CC=C1)N1N=CC(=C1C(F)(F)F)C1=NC(=NO1)C1=CC=C(CN2CC(C2)C(=O)O)C=C1 (1-(4-(5-(1-phenyl-5-(trifluoromethyl)-1H-pyrazol-4-yl)-1,2,4-oxadiazol-3-yl)benzyl)azetidine-3-carboxylic acid). RXN SMILES: O.Cl.[NH:3]1[CH2:8][CH2:7]C(=O)[CH2:5][CH2:4]1.[CH:10](OC)([O:13][CH3:14])[O:11][CH3:12].O.C1(C)C=CC(S(O)(=O)=O)=CC=1>CO>[CH3:12][O:11][C:10]1([O:13][CH3:14])[CH2:7][CH2:8][NH:3][CH2:4][CH2:5]1 |f:0.1.2,4.5|. Procedure details: Into 9 ml of methanol were dissolved 0.69 g of 4-piperidone hydrochloride monohydrate, 0.74 ml of trimethyl orthoformate and 86 mg of p-toluenesulfonic acid monohydrate, and the reaction was conducted at room temperature for 24 hours. The reaction mixture was evaporated under reduced pressure to remove the solvent. The residue was dissolved into 2 ml of N,N-dimethylacetamide and admixed with 1.4 ml of triethylamine to give a solution of 4,4-dimethoxypiperidine. Run at time 24 hour. The product is COC1(CCNCC1)OC (4,4-dimethoxypiperidine). The solvent is CO (methanol). The reactants are O.Cl.N1CCC(CC1)=O (4-piperidone hydrochloride monohydrate), C(OC)(OC)OC (trimethyl orthoformate), O.C1(=CC=C(C=C1)S(=O)(=O)O)C (p-toluenesulfonic acid monohydrate). The reactants are methyl α-chlorophenyl acetate, N(=NC(C#N)(C)C)C(C#N)(C)C (AIBN), N(=NC(C#N)(C)C)C(C#N)(C)C (2,2′-azobis(isobutyronitrile)), C(C=C)#N (acrylonitrile), halide, ClC(C#N)C (2-chloropropionitrile), C=CC(C)=C (isoprene). The solvent is C1(=CC=CC=C1)C (toluene). Conditions: time 72 hour. Product: C=CC(C)=C.C(C=C)#N (isoprene acrylonitrile). Reaction SMILES: Cl[CH:2]([CH3:5])[C:3]#[N:4].N(C(C)(C)C#N)=NC(C)(C)C#N.[CH2:18]=[CH:19][C:20](=[CH2:22])[CH3:21].C(#N)C=C>C1(C)C=CC=CC=1>[CH2:18]=[CH:19][C:20](=[CH2:21])[CH3:22].[C:3](#[N:4])[CH:2]=[CH2:5] |f:5.6|. Reported procedure: A random (isoprene/acrylonitrile) copolymer was prepared in the same manner as in Example 10, except that the amount of toluene was changed to 262 parts, that 3.70 parts of methyl α-chlorophenyl acetate was used as an organic halide in place of 1.79 parts of 2-chloropropionitrile, that 8.25 parts of 2,2′-azobis(isobutyronitrile) (hereinafter, sometimes referred to as “AIBN”) was further added as a radical generator, and that the reaction time was changed to 72 hours. The conversion rate of isopr... Reactants: C(C)OC(=O)C1=C(N=CN1)C (ethyl-4-methyl-5-imidazolecarboxylate), C([O-])([O-])=O.[K+].[K+] (potassium carbonate), FC1=C(N)C=CC=C1 (2-fluoroaniline). The product is FC1=C(C=CC=C1)NC(=O)C=1N=CNC1C (N-(2-Fluorophenyl)-5-methyl-1H-imidazole-4-carboxamide). Reaction SMILES: C(O[C:4]([C:6]1[NH:10][CH:9]=[N:8][C:7]=1[CH3:11])=[O:5])C.C(=O)([O-])[O-].[K+].[K+].[F:18][C:19]1[CH:25]=[CH:24][CH:23]=[CH:22][C:20]=1[NH2:21]>>[F:18][C:19]1[CH:25]=[CH:24][CH:23]=[CH:22][C:20]=1[NH:21][C:4]([C:6]1[N:10]=[CH:9][NH:8][C:7]=1[CH3:11])=[O:5] |f:1.2.3|. Procedure details: To ethyl-4-methyl-5-imidazolecarboxylate (5 g, 32.4 mmol) was added 20 mL of 2-fluoroaniline and potassium carbonate (8.9 g, 64.8 mmol). The reaction mixture was heated to reflux for 18 h then cooled to room temperature and concentrated in vacuo. Water and hexane were added and the precipitate filtered to give the crude product. Starting materials: CC1(CC=C(CC1)C1=NC(=CC=C1NC(=O)C=1N(C=C(N1)C#N)COCC[Si](C)(C)C)C1CC(OC(C1)(C)C)(C)C)C (4-cyano-1-(2-trimethylsilanyl-ethoxymethyl)-1H-imidazole-2-carboxylic acid[2-(4,4-dimethyl-cyclohex-1-enyl)-6-(2,2,6,6-tetramethyl-tetrahydro-pyran-4-yl)-pyridin-3-yl]-amide), TBAF hydrate. Solvent: CN(C)C=O (DMF). Conditions: temperature 70 celsius. Product: CC1(CC=C(CC1)C1=NC(=CC=C1NC(=O)C=1NC=C(N1)C#N)C1CC(OC(C1)(C)C)(C)C)C (4-Cyano-1H-imidazole-2-carboxylic acid[2-(4,4-dimethyl-cyclohex-1-enyl)-6-(2,2,6,6-tetramethyl-tetrahydro-pyran-4-yl)-pyridin-3-yl]-amide). Yield: 75.0%. As a reaction SMILES: [CH3:1][C:2]1([CH3:42])[CH2:7][CH2:6][C:5]([C:8]2[C:13]([NH:14][C:15]([C:17]3[N:18](COCC[Si](C)(C)C)[CH:19]=[C:20]([C:22]#[N:23])[N:21]=3)=[O:16])=[CH:12][CH:11]=[C:10]([CH:32]3[CH2:37][C:36]([CH3:39])([CH3:38])[O:35][C:34]([CH3:41])([CH3:40])[CH2:33]3)[N:9]=2)=[CH:4][CH2:3]1>CN(C=O)C>[CH3:1][C:2]1([CH3:42])[CH2:7][CH2:6][C:5]([C:8]2[C:13]([NH:14][C:15]([C:17]3[NH:18][CH:19]=[C:20]([C:22]#[N:23])[N:21]=3)=[O:16])=[CH:12][CH:11]=[C:10]([CH:32]3[CH2:33][C:34]([CH3:41])([CH3:40])[O:35][C:36]([CH3:39])([CH3:38])[CH2:37]3)[N:9]=2)=[CH:4][CH2:3]1. Procedure: To a solution of 4-cyano-1-(2-trimethylsilanyl-ethoxymethyl)-1H-imidazole-2-carboxylic acid[2-(4,4-dimethyl-cyclohex-1-enyl)-6-(2,2,6,6-tetramethyl-tetrahydro-pyran-4-yl)-pyridin-3-yl]-amide (as prepared in the previous example, 17.6 g, 0.0290 mol) in DMF (30 mL) was added solid TBAF hydrate (16.6 g, 0.0630 mol ). The resulting mixture was heated at 70° C. overnight. The reaction mixture was allowed to cool to RT and partitioned between EtOAc (200 mL) and water (200 mL). The organic layer was se... The reactants are C([O-])([O-])=O.[Li+].[Li+] (lithium carbonate), C(C)[C@]1([C@@H](NCC1)C)O ((2S,3S)-3-ethyl-2-methylpyrrolidin-3-ol), FC1=C(C=C(C#N)C=C1)C(F)(F)F (4-fluoro-3-(trifluoromethyl)benzonitrile). The product is C(C)[C@]1([C@@H](N(CC1)C1=C(C=C(C#N)C=C1)C(F)(F)F)C)O (4-[(2S,3S)-3-ethyl-3-hydroxy-2-methylpyrrolidin-1-yl]-3-(trifluoromethyl)benzonitrile), oil. The yield is 49.0%. As a reaction SMILES: [CH2:1]([C@:3]1([OH:9])[CH2:7][CH2:6][NH:5][C@H:4]1[CH3:8])[CH3:2].F[C:11]1[CH:18]=[CH:17][C:14]([C:15]#[N:16])=[CH:13][C:12]=1[C:19]([F:22])([F:21])[F:20].C(=O)([O-])[O-].[Li+].[Li+]>>[CH2:1]([C@:3]1([OH:9])[CH2:7][CH2:6][N:5]([C:11]2[CH:18]=[CH:17][C:14]([C:15]#[N:16])=[CH:13][C:12]=2[C:19]([F:20])([F:22])[F:21])[C@H:4]1[CH3:8])[CH3:2] |f:2.3.4|. Procedure: By an operation in the same manner as in Example 1 and using (2S,3S)-3-ethyl-2-methylpyrrolidin-3-ol 0.5 oxalate (257 mg), 4-fluoro-3-(trifluoromethyl)benzonitrile (419 mg) and lithium carbonate (218 mg), the title compound was obtained as colorless oil (yield: 218 mg, yield: 49%). Starting materials: CN1CCOCC1 (N-Methylmorpholine), C(CCC)=C1CCCCC=2SC(=CC21)C(=O)O (4-n-butylidene-5,6,7,8-tetrahydro-4H-cyclohepta[b]thiophene-2-carboxylic acid), N (ammonia), ClC(=O)OCC(C)C (isobutyl chloroformate). The solvent is C1CCOC1 (THF), CCOC(=O)C (AcOEt), O (water). Reaction conditions: time 2 minute. Yields the product C(CCC)=C1CCCCC=2SC(=CC21)C(=O)N (4-n-butylidene-5,6,7,8-tetrahydro-4H-cyclohepta[b]thiophene-2-carboxamide). Reaction SMILES: C[N:2]1CCOCC1.[CH:8](=[C:12]1[C:21]2[CH:20]=[C:19]([C:22]([OH:24])=O)[S:18][C:17]=2[CH2:16][CH2:15][CH2:14][CH2:13]1)[CH2:9][CH2:10][CH3:11].ClC(OCC(C)C)=O.N>CCOC(C)=O.O.C1COCC1>[CH:8](=[C:12]1[C:21]2[CH:20]=[C:19]([C:22]([NH2:2])=[O:24])[S:18][C:17]=2[CH2:16][CH2:15][CH2:14][CH2:13]1)[CH2:9][CH2:10][CH3:11]. Procedure details: N-Methylmorpholine (0.69 ml) was added to a mixture of 4-n-butylidene-5,6,7,8-tetrahydro-4H-cyclohepta[b]thiophene-2-carboxylic acid (1.05 g) and THF (10 ml) at −15˜−20° C. under nitrogen atmosphere, and isobutyl chloroformate (0.82 ml) was added thereto over 2 minutes. The mixture was stirred under the same condition for 30 minutes, and conc. ammonia (c.NH3) was added thereto. The mixture was stirred at r.t. for 2 hours. The reaction mixture was poured into a mixture of water and AcOEt to preci... The reactants are C, Cc1cc(Oc2ccc(S(C)(=O)=O)nc2)ccc1[N+](=O)[O-], CO, C1CCOC1, [Pd]. The product is Cc1cc(Oc2ccc(S(C)(=O)=O)nc2)ccc1N. RXN SMILES: [C:27].[CH3:1][c:2]1[cH:3][c:4]([O:5][c:6]2[cH:7][cH:8][c:9]([S:12](=[O:13])(=[O:14])[CH3:15])[n:10][cH:11]2)[cH:16][cH:17][c:18]1[N+:19]([O-:20])=[O:21].[CH3:29][OH:30].[O:22]1[CH2:23][CH2:24][CH2:25][CH2:26]1.[Pd:28]>>[CH3:1][c:2]1[cH:3][c:4]([O:5][c:6]2[cH:7][cH:8][c:9]([S:12](=[O:13])(=[O:14])[CH3:15])[n:10][cH:11]2)[cH:16][cH:17][c:18]1[NH2:19]. Reactants: Cn1nnnc1SCCCS, CC(C)=O, BrC1CCCCC1, [Na+], [OH-]. Product: Cn1nnnc1SCCCSC1CCCCC1. Reaction SMILES: [CH3:1][n:2]1[n:3][n:4][n:5][c:6]1[S:7][CH2:8][CH2:9][CH2:10][SH:11].[CH3:21][C:22](=[O:23])[CH3:24].[CH:12]1([Br:18])[CH2:13][CH2:14][CH2:15][CH2:16][CH2:17]1.[Na+:20].[OH-:19]>>[CH3:1][n:2]1[n:3][n:4][n:5][c:6]1[S:7][CH2:8][CH2:9][CH2:10][S:11][CH:12]1[CH2:13][CH2:14][CH2:15][CH2:16][CH2:17]1.